The task is: describe an organic reaction: reactants, conditions, products, and yield. This data is from the Open Reaction Database (ORD), a public repository of structured organic reaction records. The reactants are COC1=CC=C(C=C1)N=C=O (4-Methoxyphenyl isocyanate), N1=CC(=CC=C1)NCC1CN(CCN1)C(=O)OC(C)(C)C (tert-butyl 3-((pyridin-3-ylamino)methyl)piperazine-1-carboxylate). The solvent is C(Cl)Cl (CH2Cl2). Reaction conditions: time 1 hour. Product: COC1=CC=C(C=C1)NC(=O)N1C(CN(CC1)C(=O)OC(C)(C)C)CNC=1C=NC=CC1 (tert-butyl 4-(4-methoxyphenylcarbamoyl)-3-((pyridin-3-ylamino)methyl)piperazine-1-carboxylate). Reaction SMILES: [CH3:1][O:2][C:3]1[CH:8]=[CH:7][C:6]([N:9]=[C:10]=[O:11])=[CH:5][CH:4]=1.[N:12]1[CH:17]=[CH:16][CH:15]=[C:14]([NH:18][CH2:19][CH:20]2[NH:25][CH2:24][CH2:23][N:22]([C:26]([O:28][C:29]([CH3:32])([CH3:31])[CH3:30])=[O:27])[CH2:21]2)[CH:13]=1>C(Cl)Cl>[CH3:1][O:2][C:3]1[CH:4]=[CH:5][C:6]([NH:9][C:10]([N:25]2[CH2:24][CH2:23][N:22]([C:26]([O:28][C:29]([CH3:30])([CH3:31])[CH3:32])=[O:27])[CH2:21][CH:20]2[CH2:19][NH:18][C:14]2[CH:13]=[N:12][CH:17]=[CH:16][CH:15]=2)=[O:11])=[CH:7][CH:8]=1. Procedure: 4-Methoxyphenyl isocyanate (85 mg, 0.567 mmol) was added to a solution of tert-butyl 3-((pyridin-3-ylamino)methyl)piperazine-1-carboxylate (166 mg, 0.567 mmol) in CH2Cl2 (4 mL). After 1 h, the reaction mixture was concentrated under reduced pressure, and the material was purified by HPLC (10 to 90% MeCN/0.1% TFA in H2O/0.1% TFA gradient). This gave 81.7 mg (26%) of the TFA salt of the title compound as a white solid. LC-MS: RT=5.29 min, [M+H]+=442.2. Starting materials: ClC1CCOC2=NC=CC=C21 (4-chloro-3,4-dihydro-2H-pyrano[2,3-b]pyridine), [C-]#N.[K+] (KCN). Solvent: CN(C)C=O (DMF), [OH-].[Na+] (NaOH). Run at temperature 90 celsius, time 8 hour. Product: O1CCC(C=2C1=NC=CC2)C#N (3,4-dihydro-2H-pyrano[2,3-b]pyridine-4-carbonitrile). RXN SMILES: Cl[CH:2]1[C:11]2[C:6](=[N:7][CH:8]=[CH:9][CH:10]=2)[O:5][CH2:4][CH2:3]1.[C-:12]#[N:13].[K+]>CN(C=O)C.[OH-].[Na+]>[O:5]1[C:6]2=[N:7][CH:8]=[CH:9][CH:10]=[C:11]2[CH:2]([C:12]#[N:13])[CH2:3][CH2:4]1 |f:1.2,4.5|. Procedure details: To a mixture of 4-chloro-3,4-dihydro-2H-pyrano[2,3-b]pyridine (18.7 mmol) in 60 mL DMF was added KCN (56.1 mmol) and the mixture was stirred at 90° C. overnight. After cooling to RT, the mixture was diluted with aq. 0.5 M NaOH solution and extracted 3 times with EtOAc. The combined organic layers were washed again with aq. 0.5 M NaOH solution and once with brine. The organic phase was dried over MgSO4 and concentrated in vacuo. Purification with CC (KP-SIL™ from Biotage) using Hept/EtOAc (4/1) t... Reactants: O (water), C(#C)C=1C=C(C=CC1)NC1=NC=NC2=CC(=C(C=C12)O)OC (4-(3-ethynylphenylamino)-7-methoxyquinazolin-6-ol), CS(=O)(=O)OCCOC (2-methoxyethyl methane sulfonate), C([O-])([O-])=O.[Cs+].[Cs+] (cesium carbonate). The solvent is CN(C)C=O (DMF). Product: C(#C)C=1C=C(C=CC1)NC1=NC=NC2=CC(=C(C=C12)OCCOC)OC (N-(3-ethynylphenyl)-7-methoxy-6-(2-methoxyethoxy)quinazolin-4-amine). Isolated yield 42.9%. As a reaction SMILES: [C:1]([C:3]1[CH:4]=[C:5]([NH:9][C:10]2[C:19]3[C:14](=[CH:15][C:16]([O:21][CH3:22])=[C:17]([OH:20])[CH:18]=3)[N:13]=[CH:12][N:11]=2)[CH:6]=[CH:7][CH:8]=1)#[CH:2].CS(O[CH2:28][CH2:29][O:30][CH3:31])(=O)=O.C(=O)([O-])[O-].[Cs+].[Cs+].O>CN(C=O)C>[C:1]([C:3]1[CH:4]=[C:5]([NH:9][C:10]2[C:19]3[C:14](=[CH:15][C:16]([O:21][CH3:22])=[C:17]([O:20][CH2:28][CH2:29][O:30][CH3:31])[CH:18]=3)[N:13]=[CH:12][N:11]=2)[CH:6]=[CH:7][CH:8]=1)#[CH:2] |f:2.3.4|. Procedure details: A solution of 4-(3-ethynylphenylamino)-7-methoxyquinazolin-6-ol (2.9 g, 0.01 mol), 2-methoxyethyl methane sulfonate (4.6 g, 0.03 mol, 3 equiv), and cesium carbonate (9.9 g, 0.03 mol, 3 equiv) in DMF (100 ml) was heated to 60° C. for 12 hours. The reaction mixture was cooled to room temperature and poured into cold water, the solid was filtrated and dried to give 1.5 g product. MS (ESI) m/z: 350 (M+1). Starting materials: C(C)OC(CC(=O)C1CC1)=O (3-cyclopropyl-3-oxo-propionic acid ethyl ester), O=C1N(C(C2=CC=CC=C12)=O)CC(=O)Cl ((1,3-dioxo-1,3-dihydro-isoindol-2-yl)-acetyl chloride). Product: C(C)OC(C(C(CN1C(C2=CC=CC=C2C1=O)=O)=O)C(=O)C1CC1)=O (2-Cyclopropanecarbonyl-4-(1,3-dioxo-1,3-dihydro-isoindol-2-yl)-3-oxo-butyric acid ethyl ester). Yield: 60.0%. RXN SMILES: [CH2:1]([O:3][C:4](=[O:11])[CH2:5][C:6]([CH:8]1[CH2:10][CH2:9]1)=[O:7])[CH3:2].[O:12]=[C:13]1[C:21]2[C:16](=[CH:17][CH:18]=[CH:19][CH:20]=2)[C:15](=[O:22])[N:14]1[CH2:23][C:24](Cl)=[O:25]>>[CH2:1]([O:3][C:4](=[O:11])[CH:5]([C:6]([CH:8]1[CH2:10][CH2:9]1)=[O:7])[C:24](=[O:25])[CH2:23][N:14]1[C:15](=[O:22])[C:16]2[C:21](=[CH:20][CH:19]=[CH:18][CH:17]=2)[C:13]1=[O:12])[CH3:2]. Procedure details: In analogy to the procedure described in Example 160A], 3-cyclopropyl-3-oxo-propionic acid ethyl ester and (1,3-dioxo-1,3-dihydro-isoindol-2-yl)-acetyl chloride gave the title compound as a white solid (60%). MS: 342.1 (M−H−). Starting materials: [BH4-], CO, CS(=O)(=O)C(=C1CN(C(c2ccc(Cl)cc2)c2ccc(C=O)cc2)C1)c1cc(F)cc(F)c1, [Na+], O. Product: CS(=O)(=O)C(=C1CN(C(c2ccc(Cl)cc2)c2ccc(CO)cc2)C1)c1cc(F)cc(F)c1. Reaction SMILES: [BH4-:1].[CH3:37][OH:38].[Cl:3][c:4]1[cH:5][cH:6][c:7]([CH:10]([N:11]2[CH2:12][C:13](=[C:15]([S:16](=[O:17])(=[O:18])[CH3:19])[c:20]3[cH:21][c:22]([F:27])[cH:23][c:24]([F:26])[cH:25]3)[CH2:14]2)[c:28]2[cH:29][cH:30][c:31]([CH:34]=[O:35])[cH:32][cH:33]2)[cH:8][cH:9]1.[Na+:2].[OH2:36]>>[Cl:3][c:4]1[cH:5][cH:6][c:7]([CH:10]([N:11]2[CH2:12][C:13](=[C:15]([S:16](=[O:17])(=[O:18])[CH3:19])[c:20]3[cH:21][c:22]([F:27])[cH:23][c:24]([F:26])[cH:25]3)[CH2:14]2)[c:28]2[cH:29][cH:30][c:31]([CH2:34][OH:35])[cH:32][cH:33]2)[cH:8][cH:9]1.